This data is from the Open Reaction Database (ORD), a public repository of structured organic reaction records. The task is: describe an organic reaction: reactants, conditions, products, and yield Starting materials: O=C(O)C(F)(F)F, Oc1c(F)cccc1F. Product: O=Cc1cc(F)c(O)c(F)c1. RXN SMILES: [F:10][C:11]([C:12](=[O:13])[OH:16])([F:14])[F:15].[F:1][c:2]1[c:3]([OH:9])[c:4]([F:8])[cH:5][cH:6][cH:7]1>>[F:1][c:2]1[c:3]([OH:9])[c:4]([F:8])[cH:5][c:6]([CH:12]=[O:13])[cH:7]1. Reactants: ClC1=CC(=CC(=N1)C=C)C (6-chloro-4-methyl-2-vinyl-pyridine), [O-][Mn](=O)(=O)=O.[K+] (KMnO4), O (water). The solvent is CC(=O)C (acetone). Reaction conditions: temperature 40 celsius, time 3 hour. The product is [K+].ClC1=CC(=CC(=N1)C(=O)[O-])C (6-chloro-4-methyl-pyridine-2-carboxylic acid potassium salt). RXN SMILES: [Cl:1][C:2]1[N:7]=[C:6]([CH:8]=C)[CH:5]=[C:4]([CH3:10])[CH:3]=1.[O-:11][Mn](=O)(=O)=O.[K+:16].[OH2:17]>CC(C)=O>[K+:16].[Cl:1][C:2]1[N:7]=[C:6]([C:8]([O-:11])=[O:17])[CH:5]=[C:4]([CH3:10])[CH:3]=1 |f:1.2,5.6|. Procedure: To a solution of 6-chloro-4-methyl-2-vinyl-pyridine (1.24 g, 8.06 mmol) in water (50 mL) and acetone (50 mL), KMnO4 (6.53 g, 41.3 mmol) is added. The dark mixture becomes warm (40° C.) and is stirred at rt for 3 h before it is filtered over a sintered glass filter. The solvent of the colourless filtrate is evaporated to give crude 6-chloro-4-methyl-pyridine-2-carboxylic acid potassium salt (3.2 g) as a colourless solid; LC-MS: tR=67 min, [M+1]+=171.99. This material is suspended in ethanol (150 ... The reactants are COC(C1=CC(=CC(=C1)O)OCOC)=O (5-hydroxy-3-methoxymethoxybenzoic acid methyl ester), NC1=NN(C=C1)C (3-amino-1-methyl-1H-pyrazole), BrC=1C=CC(=NC1)S(=O)(=O)CC (5-bromo-2-ethanesulfonylpyridine), O[C@@H](COC)C ((2R)-2-hydroxy-1-methoxypropane). Product: C(C)S(=O)(=O)C1=CC=C(C=N1)OC=1C=C(C=C(C(=O)NC2=NN(C=C2)C)C1)OC(COC)C (5-(6-ethanesulfonylpyridin-3-yloxy)-3-(2-methoxy-1-methyl-ethoxy)-N-(1-methyl-1H-pyrazol-3-yl)benzamide). Reaction SMILES: CO[C:3](=[O:15])[C:4]1[CH:9]=[C:8]([OH:10])[CH:7]=[C:6]([O:11][CH2:12]OC)[CH:5]=1.BrC1[CH:18]=[CH:19][C:20]([S:23]([CH2:26][CH3:27])(=[O:25])=[O:24])=[N:21][CH:22]=1.O[C@H:29]([CH3:33])[CH2:30][O:31][CH3:32].[NH2:34][C:35]1[CH:39]=[CH:38][N:37]([CH3:40])[N:36]=1>>[CH2:26]([S:23]([C:20]1[N:21]=[CH:22][C:12]([O:11][C:6]2[CH:7]=[C:8]([O:10][CH:29]([CH3:33])[CH2:30][O:31][CH3:32])[CH:9]=[C:4]([CH:5]=2)[C:3]([NH:34][C:35]2[CH:39]=[CH:38][N:37]([CH3:40])[N:36]=2)=[O:15])=[CH:18][CH:19]=1)(=[O:24])=[O:25])[CH3:27]. Procedure details: The compound of Production Example 138 was obtained as a colorless amorphous substance using 5-hydroxy-3-methoxymethoxybenzoic acid methyl ester, 5-bromo-2-ethanesulfonylpyridine, (2R)-2-hydroxy-1-methoxypropane and 3-amino-1-methyl-1H-pyrazole, by the same method as in Production Example 117, a corresponding method, or a combination thereof with an ordinary method. The reactants are ClCCl, COC(=O)C#CC(O)C=Cc1ccc(OC)cc1. Product: COC(=O)C#CC(=O)C=Cc1ccc(OC)cc1. As a reaction SMILES: [CH2:19]([Cl:20])[Cl:21].[OH:1][CH:2]([C:3]#[C:4][C:5](=[O:6])[O:7][CH3:8])[CH:9]=[CH:10][c:11]1[cH:12][cH:13][c:14]([O:17][CH3:18])[cH:15][cH:16]1>>[O:1]=[C:2]([C:3]#[C:4][C:5](=[O:6])[O:7][CH3:8])[CH:9]=[CH:10][c:11]1[cH:12][cH:13][c:14]([O:17][CH3:18])[cH:15][cH:16]1. Starting materials: C(#N)C1=NC2=CC=C(C=C2C=C1)[N+](=O)[O-] (2-Cyano-6-nitroquinoline). The reagents and catalysts are [Pd] (Pd/C). Solvent: CCOC(=O)C (EtOAc), CO (MeOH), [H][H] (hydrogen). Yields the product C(#N)C1=NC2=CC=C(C=C2C=C1)N (2-Cyano-6-aminoquinoline). The yield is 76.3%. As a reaction SMILES: [C:1]([C:3]1[CH:12]=[CH:11][C:10]2[C:5](=[CH:6][CH:7]=[C:8]([N+:13]([O-])=O)[CH:9]=2)[N:4]=1)#[N:2]>CCOC(C)=O.CO.[H][H].[Pd]>[C:1]([C:3]1[CH:12]=[CH:11][C:10]2[C:5](=[CH:6][CH:7]=[C:8]([NH2:13])[CH:9]=2)[N:4]=1)#[N:2]. Reported procedure: Compound 45B (212 mg, 1.1 mmol) was dissolved in 30 mL of a 1:2 mixture of EtOAc and MeOH and hydrogenated at 1 atmosphere of hydrogen in the presence of 10% Pd/C (42 mg, 20 wt. %) for 1 h. The reaction was filtered, concentrated and purified by silica gel flash chromatography eluting with 2-3% MeOH—CH2Cl2 to give the title compound (142 mg, 79%) as a light yellow solid. LC/MS m/z 170 [M+H]+. Starting materials: CC(NS(=O)(=O)c1cc(C(=O)O)ccc1Cl)c1ccccc1, O=S(Cl)Cl. The product is CC(NS(=O)(=O)c1cc(C(=O)Cl)ccc1Cl)c1ccccc1. RXN SMILES: [Cl:1][c:2]1[c:3]([S:11]([NH:12][CH:13]([CH3:14])[c:15]2[cH:16][cH:17][cH:18][cH:19][cH:20]2)(=[O:21])=[O:22])[cH:4][c:5]([C:6](=[O:7])[OH:8])[cH:9][cH:10]1.[S:23]([Cl:24])([Cl:25])=[O:26]>>[Cl:1][c:2]1[c:3]([S:11]([NH:12][CH:13]([CH3:14])[c:15]2[cH:16][cH:17][cH:18][cH:19][cH:20]2)(=[O:21])=[O:22])[cH:4][c:5]([C:6](=[O:7])[Cl:25])[cH:9][cH:10]1. The reactants are ClC(Cl)Cl, O=C(O)c1cc(Cl)on1, O=S(Cl)Cl. Yields the product O=C(Cl)c1cc(Cl)on1. RXN SMILES: [Cl:14][CH:15]([Cl:16])[Cl:17].[Cl:1][c:2]1[cH:3][c:4]([C:7](=[O:8])[OH:9])[n:5][o:6]1.[S:10]([Cl:11])([Cl:12])=[O:13]>>[Cl:1][c:2]1[cH:3][c:4]([C:7](=[O:9])[Cl:12])[n:5][o:6]1. The reactants are CCOCC, NNc1cccc(Cl)n1, Cl, O=N[O-], [Na+], O. Product: [N-]=[N+]=Nc1cccc(Cl)n1. Reaction SMILES: [CH3:10][CH2:11][O:12][CH2:13][CH3:14].[Cl:1][c:2]1[n:3][c:4]([NH:8][NH2:9])[cH:5][cH:6][cH:7]1.[ClH:15].[N:16]([O-:17])=[O:18].[Na+:19].[OH2:20]>>[Cl:1][c:2]1[n:3][c:4]([N:8]=[N+:9]=[N-:16])[cH:5][cH:6][cH:7]1. Starting materials: N1(CCOCC1)CCN (2-Morpholin-4-yl-ethylamine), C[Si](CCCOCC1OC1)(CC[Si](C)(C)C)C (2-{3-[Dimethyl-(2-trimethylsilanyl-ethyl)-silanyl]-propoxymethyl}-oxirane). Run in C(C)O (ethanol), C(C)O (ethanol), C(C)O (Ethanol). Reaction conditions: temperature 70 celsius. The product is C[Si](CCCOCC(CNCCN1CCOCC1)O)(CC[Si](C)(C)C)C (1-{3-[Dimethyl-(2-trimethylsilanyl-ethyl)-silanyl]-propoxy}-3-(2-morpholin-4-yl-ethylamino)-propan-2-ol). Reaction SMILES: [N:1]1([CH2:7][CH2:8][NH2:9])[CH2:6][CH2:5][O:4][CH2:3][CH2:2]1.[CH3:10][Si:11]([CH3:26])([CH2:20][CH2:21][Si:22]([CH3:25])([CH3:24])[CH3:23])[CH2:12][CH2:13][CH2:14][O:15][CH2:16][CH:17]1[CH2:19][O:18]1>C(O)C>[CH3:26][Si:11]([CH3:10])([CH2:20][CH2:21][Si:22]([CH3:23])([CH3:25])[CH3:24])[CH2:12][CH2:13][CH2:14][O:15][CH2:16][CH:17]([OH:18])[CH2:19][NH:9][CH2:8][CH2:7][N:1]1[CH2:6][CH2:5][O:4][CH2:3][CH2:2]1. Procedure details: 2-Morpholin-4-yl-ethylamine (4.74 g; 36.4 mMol) and 40 mL of ethanol were charged to a 100 mL RB flask equipped with a magnetic stirrer. The mixture was stirred and heated to 70° C. 2-{3-[Dimethyl-(2-trimethylsilanyl-ethyl)-silanyl]-propoxymethyl}-oxirane 8 (2 g; 7.28 mMol) mixed with 10 g ethanol was placed in an addition funnel and added dropwise to the flask. The mixture was stirred and maintained at 70° C. for an additional 4 hours. Ethanol was stripped off on the rotovap. The mixture was di... Procedure: To a solution of 3.1 g of 3-cyanomethylbenzo[b]furan in 40 mL of methanol was added 2.4 g of Raney nickel. The reaction was agitated at 25° C. in a Parr apparatus under 40 psi hydrogen for 21/2 hours. The suspension was filtered through a pad of filter aid and the filtrate was evaporated to give 2.2 g (71% yield) of oily product. Solvent: CO (methanol). Reagents/catalysts: [Ni] (Raney nickel). Reaction SMILES: [C:1]([CH2:3][C:4]1[C:5]2[CH:12]=[CH:11][CH:10]=[CH:9][C:6]=2[O:7][CH:8]=1)#[N:2].[H][H]>CO.[Ni]>[O:7]1[CH:8]=[C:4]([CH2:3][CH2:1][NH2:2])[C:5]2[CH:12]=[CH:11][CH:10]=[CH:9][C:6]1=2. Starting materials: C(#N)CC=1C2=C(OC1)C=CC=C2 (3-cyanomethylbenzo[b]furan), [H][H] (hydrogen). Isolated yield 69.2%. Yields the product O1C2=C(C(=C1)CCN)C=CC=C2 (2-(3-benzo[b]furanyl)ethylamine).